Dataset: the Open Reaction Database (ORD), a public repository of structured organic reaction records. Task: describe an organic reaction: reactants, conditions, products, and yield Starting materials: N1C=NC=C1 (imidazole), OC1=CC=C2C=C(NC2=C1)C(=O)O (6-Hydroxy-1H-indole-2-carboxylic acid), CC(C)(C)[Si](C)(C)Cl (TBDMS-Cl). Solvent: C1CCOC1 (THF). Conditions: time 5 minute. Yields the product C(C)(C)(C)[Si](OC1=CC=C2C=C(NC2=C1)C(=O)O)(C)C (6-(tert-Butyl-dimethyl-silanyloxy)-1H-indole-2-carboxylic acid). Isolated yield 90.1%. Reaction SMILES: [OH:1][C:2]1[CH:10]=[C:9]2[C:5]([CH:6]=[C:7]([C:11]([OH:13])=[O:12])[NH:8]2)=[CH:4][CH:3]=1.N1C=CN=C1.[CH3:19][C:20]([Si:23](Cl)([CH3:25])[CH3:24])([CH3:22])[CH3:21]>C1COCC1>[C:20]([Si:23]([CH3:25])([CH3:24])[O:1][C:2]1[CH:10]=[C:9]2[C:5]([CH:6]=[C:7]([C:11]([OH:13])=[O:12])[NH:8]2)=[CH:4][CH:3]=1)([CH3:22])([CH3:21])[CH3:19]. Procedure details: 6-Hydroxy-1H-indole-2-carboxylic acid (5.40 g, 30.48 mmol) is dissolved in THF (100 ml) and imidazole (10.38, 152.4 mmol) is added. The mixture is stirred for 5 minutes, TBDMS-Cl (13.78 g, 91.44 mmol) is added. The reaction is stirred at room temperature for 1 hour. The mixture is filtered into water (200 ml). The solid is washed with THF (50 ml). The filtrate is concentrated to remove THF. The product is extracted with ethyl acetate (100 ml) three times. The organic is dried (MgSO4), filtered, ...